Dataset: the Open Reaction Database (ORD), a public repository of structured organic reaction records. Task: describe an organic reaction: reactants, conditions, products, and yield Starting materials: Cn1c(N2CCC(NCc3ccccc3)C2)nc(-c2ccncc2)cc1=O, CO, O=C[O-], [NH4+], O. Yields the product Cn1c(N2CCC(N)C2)nc(-c2ccncc2)cc1=O. As a reaction SMILES: [CH2:1]([c:2]1[cH:3][cH:4][cH:5][cH:6][cH:7]1)[NH:8][CH:9]1[CH2:10][N:11]([c:14]2[n:15][c:16](-[c:22]3[cH:23][cH:24][n:25][cH:26][cH:27]3)[cH:17][c:18](=[O:21])[n:19]2[CH3:20])[CH2:12][CH2:13]1.[CH3:32][OH:33].[CH:28]([O-:29])=[O:30].[NH4+:31].[OH2:34]>>[NH2:8][CH:9]1[CH2:10][N:11]([c:14]2[n:15][c:16](-[c:22]3[cH:23][cH:24][n:25][cH:26][cH:27]3)[cH:17][c:18](=[O:21])[n:19]2[CH3:20])[CH2:12][CH2:13]1. The reactants are O (Water), solution, C(C)(=O)OCC1=NC=2C(=NC(=CC2)OC2=C(C(=C(C(=C2)C)OC(C)=O)C)C)N1C (2-acetoxymethyl-5-(4-acetoxy-2,3,5-trimethylphenoxy)-3-methyl-3H-imidazo[4,5-b]pyridine), solution, C[O-].[Na+] (sodium methoxide). Run in CO (methanol), CO (methanol). Reaction conditions: time 1 hour. Yields the product C(C)(=O)OC1=C(C(=C(OC2=CC=C3C(=N2)N(C(=N3)CO)C)C=C1C)C)C (5-(4-Acetoxy-2,3,5-trimethylphenoxy)-2-hydroxymethyl-3-methyl-3H-imidazo[4,5-b]pyridine). Yield: 88.2%. Reaction SMILES: C([O:4][CH2:5][C:6]1[N:28]([CH3:29])[C:9]2=[N:10][C:11]([O:14][C:15]3[CH:20]=[C:19]([CH3:21])[C:18]([O:22][C:23](=[O:25])[CH3:24])=[C:17]([CH3:26])[C:16]=3[CH3:27])=[CH:12][CH:13]=[C:8]2[N:7]=1)(=O)C.C[O-].[Na+].O>CO>[C:23]([O:22][C:18]1[C:19]([CH3:21])=[CH:20][C:15]([O:14][C:11]2[N:10]=[C:9]3[N:28]([CH3:29])[C:6]([CH2:5][OH:4])=[N:7][C:8]3=[CH:13][CH:12]=2)=[C:16]([CH3:27])[C:17]=1[CH3:26])(=[O:25])[CH3:24] |f:1.2|. Procedure: To 500 ml of a solution of 26.0 g of 2-acetoxymethyl-5-(4-acetoxy-2,3,5-trimethylphenoxy)-3-methyl-3H-imidazo[4,5-b]pyridine in methanol, a 1.2 ml solution (28%) of sodium methoxide in methanol was added dropwise at −18° C., followed by stirring at the same temperature for one hour. Water was added to the reaction mixture, followed by extraction with ethyl acetate. The extract was washed with saturated saline and then dried over anhydrous sodium sulfate. The solvent was distilled off under reduc... Starting materials: C1CCNC1, C[Si](C)(CCl)Cc1ccccc1, Cc1ccccc1C. Yields the product C[Si](C)(Cc1ccccc1)CN1CCCC1, Cl. As a reaction SMILES: [CH2:13]1[CH2:14][CH2:15][NH:16][CH2:17]1.[Cl:1][CH2:2][Si:3]([CH3:4])([CH3:5])[CH2:6][c:7]1[cH:8][cH:9][cH:10][cH:11][cH:12]1.[c:18]1([CH3:19])[c:20]([CH3:21])[cH:22][cH:23][cH:24][cH:25]1>>[CH2:2]([Si:3]([CH3:4])([CH3:5])[CH2:6][c:7]1[cH:8][cH:9][cH:10][cH:11][cH:12]1)[N:16]1[CH2:15][CH2:14][CH2:13][CH2:17]1.[ClH:1]. The reactants are CCCCCC.CCOC(=O)C (hexane EtOAc), ClC1=CC=C2C(=CC=NC2=C1)N1CCNCC1 (7-Chloro-4-(piperazin-1-yl)quinoline), CC(C1=CC=CC=C1)N=C=O (α-methylbenzyl isocyanate). The solvent is C1CCOC1 (THF). Product: ClC1=CC=C2C(=CC=NC2=C1)N1CCN(CC1)C(=O)NC(C)C1=CC=CC=C1 (7-Chloro-4-[4-(1-phenylethylaminocarbonyl)piperazin-1-yl]quinoline). As a reaction SMILES: [Cl:1][C:2]1[CH:11]=[C:10]2[C:5]([C:6]([N:12]3[CH2:17][CH2:16][NH:15][CH2:14][CH2:13]3)=[CH:7][CH:8]=[N:9]2)=[CH:4][CH:3]=1.[CH3:18][CH:19]([N:26]=[C:27]=[O:28])[C:20]1[CH:25]=[CH:24][CH:23]=[CH:22][CH:21]=1.CCCCCC.CCOC(C)=O>C1COCC1>[Cl:1][C:2]1[CH:11]=[C:10]2[C:5]([C:6]([N:12]3[CH2:17][CH2:16][N:15]([C:27]([NH:26][CH:19]([C:20]4[CH:25]=[CH:24][CH:23]=[CH:22][CH:21]=4)[CH3:18])=[O:28])[CH2:14][CH2:13]3)=[CH:7][CH:8]=[N:9]2)=[CH:4][CH:3]=1 |f:2.3|. Reported procedure: 7-Chloro-4-(piperazin-1-yl)quinoline (62 mg, 0.25 mmol) and α-methylbenzyl isocyanate (42 μL, 0.30 mmol) in THF (10 mL) are reacted according to method C yielding the title product as a colorless solid after column chromatography with hexane-EtOAc. Starting materials: C(=O)(C(F)(F)F)O (TFA), C(=O)(C(F)(F)F)O (TFA), CCN=C=NCCCN(C)C (EDCI), C(CNC(=O)C1=CC=CC=C1)(=O)O (hippuric acid), C(C)(C)(C)OC(=O)N1CC(C1)N (3-amino-azetidine-1-carboxylic acid tert-butyl ester). Yields the product OC(=O)C(F)(F)F.N1CC(C1)NC(=O)CNC(C1=CC=CC=C1)=O (N-(Azetidin-3-ylcarbamoylmethyl)-benzamide TFA salt). As a reaction SMILES: [C:1]([OH:7])([C:3]([F:6])([F:5])[F:4])=[O:2].CCN=C=NCCCN(C)C.[C:19]([OH:31])(=O)[CH2:20][NH:21][C:22]([C:24]1[CH:29]=[CH:28][CH:27]=[CH:26][CH:25]=1)=[O:23].C(OC([N:39]1[CH2:42][CH:41]([NH2:43])[CH2:40]1)=O)(C)(C)C>>[OH:7][C:1]([C:3]([F:6])([F:5])[F:4])=[O:2].[NH:39]1[CH2:42][CH:41]([NH:43][C:19]([CH2:20][NH:21][C:22](=[O:23])[C:24]2[CH:25]=[CH:26][CH:27]=[CH:28][CH:29]=2)=[O:31])[CH2:40]1 |f:4.5|. Procedure: The title compound was prepared as a TFA salt from the EDCI coupling of hippuric acid (Fluka) and 3-amino-azetidine-1-carboxylic acid tert-butyl ester (BetaPharm) followed by the de-protection of N-Boc by TFA using the procedures described in Example 1, steps D and E. Starting materials: [Cu+2].[Cu+2].[Cu+2].[Cu+2].[Zn+2].[Zn+2].[Zn+2].[Zn+2] (orgotein), [Tc](=O)(=O)(=O)[O-] (pertechnetate), Na3CO3, [Sn] (tin), Cl (HCl). Yields the product [Tc].[Cu+2].[Cu+2].[Cu+2].[Cu+2].[Zn+2].[Zn+2].[Zn+2].[Zn+2] (Technetium Orgotein). RXN SMILES: [Cu+2:1].[Cu+2].[Cu+2].[Cu+2].[Zn+2:5].[Zn+2].[Zn+2].[Zn+2].[Sn].Cl.[Tc:11]([O-])(=O)(=O)=O>>[Tc:11].[Cu+2:1].[Cu+2:1].[Cu+2:1].[Cu+2:1].[Zn+2:5].[Zn+2:5].[Zn+2:5].[Zn+2:5] |f:0.1.2.3.4.5.6.7,11.12.13.14.15.16.17.18.19,^3:8|. Procedure details: 99MTc-labeled orgotein obtained by adding to 1-10 mg. dry samples of orgotein, 2 tin shot pellets (shiny), 1.0 ml. 0.02N HCl and 0.5 ml. pertechnetate (5-20 mCi) followed by 10 minutes incubation at room temperature and thereafter, when neutralization prior to injection was desired, followed by 1 ml. of 0.02N Na3CO3, was employed in the experiments.